From a dataset of the Open Reaction Database (ORD), a public repository of structured organic reaction records. describe an organic reaction: reactants, conditions, products, and yield Starting materials: CC(C)(C)OC(=O)N1CCCC1COc1ccc(Cc2ccc(N3CCOCC3)cc2)cc1, Cl, C1COCCO1. Product: c1cc(OCC2CCCN2)ccc1Cc1ccc(N2CCOCC2)cc1. As a reaction SMILES: [C:1]([O:2][C:3](=[O:4])[N:8]1[CH:9]([CH2:13][O:14][c:15]2[cH:16][cH:17][c:18]([CH2:21][c:22]3[cH:23][cH:24][c:25]([N:28]4[CH2:29][CH2:30][O:31][CH2:32][CH2:33]4)[cH:26][cH:27]3)[cH:19][cH:20]2)[CH2:10][CH2:11][CH2:12]1)([CH3:5])([CH3:6])[CH3:7].[ClH:34].[O:35]1[CH2:36][CH2:37][O:38][CH2:39][CH2:40]1>>[NH:8]1[CH:9]([CH2:13][O:14][c:15]2[cH:16][cH:17][c:18]([CH2:21][c:22]3[cH:23][cH:24][c:25]([N:28]4[CH2:29][CH2:30][O:31][CH2:32][CH2:33]4)[cH:26][cH:27]3)[cH:19][cH:20]2)[CH2:10][CH2:11][CH2:12]1. Starting materials: [OH-].[K+] (potassium hydroxide), C(C)#N (acetonitrile), ice water, N1=CC(=CC=C1)C=O (3-pyridinecarboxaldehyde), C(C)#N (acetonitrile). Yields the product N1=CC(=CC=C1)CCC#N (3-(3-Pyridinyl)propionitrile), N1=CC(=CC=C1)C=CC#N (3-(3-pyridinyl)acrylonitrile). RXN SMILES: [OH-].[K+].[N:3]1[CH:8]=[CH:7][CH:6]=[C:5]([CH:9]=O)[CH:4]=1.[C:11](#[N:13])[CH3:12]>>[N:3]1[CH:8]=[CH:7][CH:6]=[C:5]([CH2:9][CH2:12][C:11]#[N:13])[CH:4]=1.[N:3]1[CH:8]=[CH:7][CH:6]=[C:5]([CH:9]=[CH:12][C:11]#[N:13])[CH:4]=1 |f:0.1|. Reported procedure: 3-(3-Pyridinyl)propionitrile is prepared in this example. A three-neck flask carrying a magnetic stir bar is fitted with a thermometer, pressure equalizing addition funnel, and a reflux condenser carrying an argon inlet. Freshly powdered potassium hydroxide (6.6 g, 0.1 mol) and anhydrous acetonitrile (150 ml) are charged into the flask and heated at reflux while 3-pyridinecarboxaldehyde (10.7 g, 0.1 mol) in anhydrous acetonitrile (50 ml) is added dropwise over a period of about five minutes and ...